From a dataset of the Open Reaction Database (ORD), a public repository of structured organic reaction records. describe an organic reaction: reactants, conditions, products, and yield Starting materials: O=C([O-])O, CO, Cl, NO, [Na+], N#Cc1ccc(C2OCCO2)cc1. Yields the product NC(=NO)c1ccc(C2OCCO2)cc1. Reaction SMILES: [C:17](=[O:18])([OH:19])[O-:20].[CH3:22][OH:23].[ClH:14].[NH2:15][OH:16].[Na+:21].[O:1]1[CH:2]([c:6]2[cH:7][cH:8][c:9]([C:10]#[N:11])[cH:12][cH:13]2)[O:3][CH2:4][CH2:5]1>>[O:1]1[CH:2]([c:6]2[cH:7][cH:8][c:9]([C:10]([NH2:11])=[N:15][OH:16])[cH:12][cH:13]2)[O:3][CH2:4][CH2:5]1. Starting materials: CCCCCC1CCC(c2ccc(OCC)c(F)c2F)CC1O, ClCCl, O=[Cr](=O)([O-])Cl, c1cc[nH+]cc1. Yields the product CCCCCC1CCC(c2ccc(OCC)c(F)c2F)CC1=O. As a reaction SMILES: [CH2:1]([CH3:2])[O:3][c:4]1[c:5]([F:23])[c:6]([F:22])[c:7]([CH:10]2[CH2:11][CH2:12][CH:13]([CH2:17][CH2:18][CH2:19][CH2:20][CH3:21])[CH:14]([OH:16])[CH2:15]2)[cH:8][cH:9]1.[Cl:35][CH2:36][Cl:37].[O:24]=[Cr:25]([Cl:26])([O-:27])=[O:28].[nH+:29]1[cH:30][cH:31][cH:32][cH:33][cH:34]1>>[CH2:1]([CH3:2])[O:3][c:4]1[c:5]([F:23])[c:6]([F:22])[c:7]([CH:10]2[CH2:11][CH2:12][CH:13]([CH2:17][CH2:18][CH2:19][CH2:20][CH3:21])[C:14](=[O:16])[CH2:15]2)[cH:8][cH:9]1. The product is CCOC(=O)C1=C(C)N(c2cccc(C(F)(F)F)c2)c2nc(NC(=O)OC)nn2C1c1ccc(C#N)cc1. Reaction SMILES: [CH2:35]1[O:36][CH2:37][CH2:38][CH2:39]1.[Cl:40][C:41](=[O:42])[O:43][CH3:44].[NH2:1][c:2]1[n:3][n:4]2[c:5]([n:34]1)[N:6]([c:24]1[cH:25][c:26]([C:30]([F:31])([F:32])[F:33])[cH:27][cH:28][cH:29]1)[C:7]([CH3:23])=[C:8]([C:18](=[O:19])[O:20][CH2:21][CH3:22])[CH:9]2[c:10]1[cH:11][cH:12][c:13]([C:16]#[N:17])[cH:14][cH:15]1.[cH:45]1[cH:46][cH:47][n:48][cH:49][cH:50]1>>[NH:1]([c:2]1[n:3][n:4]2[c:5]([n:34]1)[N:6]([c:24]1[cH:25][c:26]([C:30]([F:31])([F:32])[F:33])[cH:27][cH:28][cH:29]1)[C:7]([CH3:23])=[C:8]([C:18](=[O:19])[O:20][CH2:21][CH3:22])[CH:9]2[c:10]1[cH:11][cH:12][c:13]([C:16]#[N:17])[cH:14][cH:15]1)[C:41](=[O:42])[O:43][CH3:44]. The reactants are C1CCOC1, COC(=O)Cl, CCOC(=O)C1=C(C)N(c2cccc(C(F)(F)F)c2)c2nc(N)nn2C1c1ccc(C#N)cc1, c1ccncc1. Solvent: C(C)O (ethanol). The reactants are ClC=1C=CC=2N(N1)N=CN2 (6-Chloro[1,2,4]triazolo[1,5-b]pyridazine), NCCCO (3-Amino-1-propanol). Reaction SMILES: Cl[C:2]1[CH:3]=[CH:4][C:5]2[N:6]([N:8]=[CH:9][N:10]=2)[N:7]=1.[NH2:11][CH2:12][CH2:13][CH2:14][OH:15]>C(O)C>[OH:15][CH2:14][CH2:13][CH2:12][NH:11][C:2]1[CH:3]=[CH:4][C:5]2[N:6]([N:8]=[CH:9][N:10]=2)[N:7]=1. Procedure details: 6-Chloro[1,2,4]triazolo[1,5-b]pyridazine (928 mg) was dissolved in ethanol (10 ml). 3-Amino-1-propanol (1.23 g) was added to the solution. The mixture was refluxed under heating for 20 hours. After being cooled, the mixture was concentrated under reduced pressure to an half of its volume. The resulting precipitates were washed with ethanol and dried to yield the title compound (835 mg). The product is OCCCNC=1C=CC=2N(N1)N=CN2 (6-(3-Hydroxypropylamino) [1,2,4]triazolo[1,5-b]pyridazine). Isolated yield 72.0%. The reactants are COc1cc2c(cc1CNC1CCCN(C(=O)OC(C)(C)C)C1c1ccccc1)-n1nnnc1CC2, COc1cc2c(cc1C=O)-c1nnnn1CCC2, CC(C)(C)OC(=O)N1CCCC(N)C1c1ccccc1. Product: COc1cc2c(cc1CNC1CCCN(C(=O)OC(C)(C)C)C1c1ccccc1)-c1nnnn1CCC2. RXN SMILES: [C:39]([O:40][C:41]([N:42]1[CH2:43][CH2:44][CH2:45][CH:46]([NH:47][CH2:48][c:49]2[cH:50][c:51]3[c:52]([cH:60][c:61]2[O:62][CH3:63])[CH2:53][CH2:54][c:55]2[n:56]-3[n:57][n:58][n:59]2)[CH:64]1[c:65]1[cH:66][cH:67][cH:68][cH:69][cH:70]1)=[O:71])([CH3:72])([CH3:73])[CH3:74].[CH3:1][O:2][c:3]1[c:4]([CH:17]=[O:18])[cH:5][c:6]2[c:7]([cH:16]1)[CH2:8][CH2:9][CH2:10][n:11]1[c:12]-2[n:13][n:14][n:15]1.[NH2:19][CH:20]1[CH:21]([c:33]2[cH:34][cH:35][cH:36][cH:37][cH:38]2)[N:22]([C:26](=[O:27])[O:28][C:29]([CH3:30])([CH3:31])[CH3:32])[CH2:23][CH2:24][CH2:25]1>>[CH3:1][O:2][c:3]1[c:4]([CH2:17][NH:19][CH:20]2[CH:21]([c:33]3[cH:34][cH:35][cH:36][cH:37][cH:38]3)[N:22]([C:26](=[O:27])[O:28][C:29]([CH3:30])([CH3:31])[CH3:32])[CH2:23][CH2:24][CH2:25]2)[cH:5][c:6]2[c:7]([cH:16]1)[CH2:8][CH2:9][CH2:10][n:11]1[c:12]-2[n:13][n:14][n:15]1. Reactants: O1C(CCCC1)OC(CCCN(C(C)=O)CCCCCCC(=O)OCC)CCCCC (ethyl 7-{N-[4-(2-tetrahydropyranyloxy)nonyl]acetamido}heptanoate), ClCCCC(CCCCC)OC(C)=O (1-chloro-4-acetoxynonane), C(C)(=O)NCCCCCCC(=O)OCC (ethyl 7-acetamidoheptanoate), BrCCCCCCC(=O)OCC (ethyl 7-bromoheptanoate). Yields the product C(C)(=O)OC(CCCN(C(C)=O)CCCCCCC(=O)OCC)CCCCC (ethyl 7-[N-(4-acetoxynonyl)acetamido]heptanoate). As a reaction SMILES: [O:1]1CCC[CH2:3][CH:2]1[O:7][CH:8]([CH2:27][CH2:28][CH2:29][CH2:30][CH3:31])[CH2:9][CH2:10][CH2:11][N:12]([CH2:16][CH2:17][CH2:18][CH2:19][CH2:20][CH2:21][C:22]([O:24][CH2:25][CH3:26])=[O:23])[C:13](=[O:15])[CH3:14].C(NCCCCCCC(OCC)=O)(=O)C.BrCCCCCCC(OCC)=O.ClCCCC(OC(=O)C)CCCCC>>[C:2]([O:7][CH:8]([CH2:27][CH2:28][CH2:29][CH2:30][CH3:31])[CH2:9][CH2:10][CH2:11][N:12]([CH2:16][CH2:17][CH2:18][CH2:19][CH2:20][CH2:21][C:22]([O:24][CH2:25][CH3:26])=[O:23])[C:13](=[O:15])[CH3:14])(=[O:1])[CH3:3]. Procedure details: The preparation of this compound is accomplished by essentially the same method as described in Example 1, Step A, except that the N-[4-(2-tetrahydropyranyloxy)nonyl]-acetamide of Example 1, Step A is replaced by an equimolar quantity of ethyl 7-acetamidoheptanoate and the ethyl 7-bromoheptanoate is replaced by an equimolar quantity of 1-chloro-4-acetoxynonane (Example A, Step 4). Purification of the product by column chromatography on silica gel gives ethyl 7-[N-(4-acetoxynonyl)acetamido]heptan... Starting materials: OC=1C=C(C=C(C(=O)OC)C1)C(=O)OC (dimethyl 5-hydroxyisophthalate), [H-].[Na+] (NaH), C(C1=CC=CC=C1)Br (Benzyl bromide). Run in CN(C)C=O (DMF). Reaction conditions: temperature 0 celsius, time 30 minute. Yields the product C(C1=CC=CC=C1)OC=1C=C(C=C(C(=O)OC)C1)C(=O)OC (dimethyl 5-(benzyloxy)isophthalate). RXN SMILES: [OH:1][C:2]1[CH:3]=[C:4]([C:12]([O:14][CH3:15])=[O:13])[CH:5]=[C:6]([CH:11]=1)[C:7]([O:9][CH3:10])=[O:8].[H-].[Na+].[CH2:18](Br)[C:19]1[CH:24]=[CH:23][CH:22]=[CH:21][CH:20]=1>CN(C=O)C>[CH2:18]([O:1][C:2]1[CH:11]=[C:6]([C:7]([O:9][CH3:10])=[O:8])[CH:5]=[C:4]([CH:3]=1)[C:12]([O:14][CH3:15])=[O:13])[C:19]1[CH:24]=[CH:23][CH:22]=[CH:21][CH:20]=1 |f:1.2|. Procedure: To a solution of dimethyl 5-hydroxyisophthalate (1 eq.) in DMF (0.5 M) at 0° C. was added portionwise NaH (1.2 eq.) and stirred for 30 min at 0° C. Benzyl bromide (1.2 eq.) was added and the reaction was stirred at rt for 1.5 h. The reaction was then quenched with water ( 1/7 volume), and the resulting precipitate was filtered and washed with hexane. The filtrate was diluted with ether and washed several times with water and brine. The organic extract was dried over MgSO4 and concentrated in vac... Starting materials: CCCCCC(=O)OC(C)c1ccc(C(=O)O)cc1, [Cl-], O, CCCCCCCCCCOc1cnc(-c2ccc(O)cc2)nc1, c1ccncc1. Product: CCCCCCCCCCOc1cnc(-c2ccc(OC(=O)c3ccc(C(C)OC(=O)CCCCC)cc3)cc2)nc1. RXN SMILES: [C:32]([CH2:33][CH2:34][CH2:35][CH2:36][CH3:37])(=[O:38])[O:39][CH:40]([CH3:41])[c:42]1[cH:43][cH:44][c:45]([C:46](=[O:47])[OH:48])[cH:49][cH:50]1.[Cl-:31].[OH2:51].[OH:7][c:8]1[cH:9][cH:10][c:11](-[c:14]2[n:15][cH:16][c:17]([O:20][CH2:21][CH2:22][CH2:23][CH2:24][CH2:25][CH2:26][CH2:27][CH2:28][CH2:29][CH3:30])[cH:18][n:19]2)[cH:12][cH:13]1.[cH:1]1[cH:2][cH:3][n:4][cH:5][cH:6]1>>[O:7]([c:8]1[cH:9][cH:10][c:11](-[c:14]2[n:15][cH:16][c:17]([O:20][CH2:21][CH2:22][CH2:23][CH2:24][CH2:25][CH2:26][CH2:27][CH2:28][CH2:29][CH3:30])[cH:18][n:19]2)[cH:12][cH:13]1)[C:46]([c:45]1[cH:44][cH:43][c:42]([CH:40]([O:39][C:32]([CH2:33][CH2:34][CH2:35][CH2:36][CH3:37])=[O:38])[CH3:41])[cH:50][cH:49]1)=[O:47]. Yield: 93.0%. Run in C1=CC=CC=C1 (benzene). The product is C(=O)(OC(C)(C)C)N1CCC(CC1)C=NC1=C(C(=O)NC2=NC=C(C=C2)Cl)C=C(C=C1)F (2-(1-boc-Piperidin-4-ylmethylidene)amino-N-(5-chloropyridin-2-yl)-5-fluorobenzamide). Starting materials: O (water), C(=O)(OC(C)(C)C)N1CCC(CC1)C=O (1-Boc-piperidine-4-carboxaldehyde), NC1=C(C(=O)NC2=NC=C(C=C2)Cl)C=C(C=C1)F (2-amino-N-(5-chloropyridin-2-yl)-5-fluorobenzamide), C1(=CC=C(C=C1)S(=O)(=O)[O-])C.[NH+]1=CC=CC=C1 (pyridinium p-toluenesulfonate). Reported procedure: A solution containing 1-Boc-piperidine-4-carboxaldehyde (3.0 g, ca. 14 mmol), 2-amino-N-(5-chloropyridin-2-yl)-5-fluorobenzamide (3.7 g, 14 mmol), and pyridinium p-toluenesulfonate (0.3 g, 1.4 mmol) in benzene (250 mL) was heated at reflux for 24 h with azeotropic removal of water. The solution was allowed to cool to room temperature; then the solvent was removed in vacuo and the residue was partitioned between ethyl acetate (300 mL) and water (150 mL). The organic phase was separated and washed... Reaction SMILES: [C:1]([N:8]1[CH2:13][CH2:12][CH:11]([CH:14]=O)[CH2:10][CH2:9]1)([O:3][C:4]([CH3:7])([CH3:6])[CH3:5])=[O:2].[NH2:16][C:17]1[CH:32]=[CH:31][C:30]([F:33])=[CH:29][C:18]=1[C:19]([NH:21][C:22]1[CH:27]=[CH:26][C:25]([Cl:28])=[CH:24][N:23]=1)=[O:20].C1(C)C=CC(S([O-])(=O)=O)=CC=1.[NH+]1C=CC=CC=1.O>C1C=CC=CC=1>[C:1]([N:8]1[CH2:9][CH2:10][CH:11]([CH:14]=[N:16][C:17]2[CH:32]=[CH:31][C:30]([F:33])=[CH:29][C:18]=2[C:19]([NH:21][C:22]2[CH:27]=[CH:26][C:25]([Cl:28])=[CH:24][N:23]=2)=[O:20])[CH2:12][CH2:13]1)([O:3][C:4]([CH3:5])([CH3:6])[CH3:7])=[O:2] |f:2.3|. The reactants are Monomer IV, ClCC1=NC2=CC=CC=C2C=C1.Cl (2-(chloromethyl)quinoline·HCl), C([O-])([O-])=O.[Na+].[Na+] (sodium carbonate). Reaction SMILES: [Cl:1][CH2:2][C:3]1[CH:12]=[CH:11][C:10]2[C:5](=[CH:6][CH:7]=[CH:8][CH:9]=2)[N:4]=1.Cl.C(=O)([O-])[O-].[Na+].[Na+]>>[Cl:1][CH2:2][C:3]1[CH:12]=[CH:11][C:10]2[C:5](=[CH:6][CH:7]=[CH:8][CH:9]=2)[N:4]=1 |f:0.1,2.3.4|. Procedure details: Monomer IV can be obtained by following this general procedure: A mixture of 2-(chloromethyl)quinoline·HCl and a 1% sodium carbonate solution is added to a separatory funnel, and extracted with methylene chloride. The methylene chloride extracts are passed through a cone of anhydrous sodium sulfate, and collected in a flask. 2-(Chloromethyl)quinoline is obtained in the flask after evaporation of the methylene chloride. To the flask containing 2-(chloromethyl)quinoline, is added MEHQ and acetone.... The product is ClCC1=NC2=CC=CC=C2C=C1 (2-(Chloromethyl)quinoline).